This data is from the Open Reaction Database (ORD), a public repository of structured organic reaction records. The task is: describe an organic reaction: reactants, conditions, products, and yield Solvent: P(=O)([O-])([O-])[O-] (phosphate). Reported procedure: 7-Aminocephalosporanic acid (283.0 g.) and 1-propyl-1H-tetrazole-5-thiol (225.0 g.) were treated in 0.2 M phosphate buffer solution (5.5 l.) in a similar manner to that of Preparation 28-(3) to give 7-amino-3-(1-propyl-1H-tetrazol-5-yl)thiomethyl-3-cephem-4-carboxylic acid (125.0 g.). Product: NC1[C@@H]2N(C(=C(CS2)CSC2=NN=NN2CCC)C(=O)O)C1=O (7-amino-3-(1-propyl-1H-tetrazol-5-yl)thiomethyl-3-cephem-4-carboxylic acid). Isolated yield 33.7%. Reaction SMILES: CC(O[CH2:5][C:6]1[CH2:15][S:14][C@@H:9]2[C@H:10]([NH2:13])[C:11](=[O:12])[N:8]2[C:7]=1[C:16]([OH:18])=[O:17])=O.[CH2:19]([N:22]1[C:26]([SH:27])=[N:25][N:24]=[N:23]1)[CH2:20][CH3:21]>P([O-])([O-])([O-])=O>[NH2:13][CH:10]1[C:11](=[O:12])[N:8]2[C:7]([C:16]([OH:18])=[O:17])=[C:6]([CH2:5][S:27][C:26]3[N:22]([CH2:19][CH2:20][CH3:21])[N:23]=[N:24][N:25]=3)[CH2:15][S:14][C@H:9]12. Starting materials: CC(=O)OCC1=C(N2[C@@H]([C@@H](C2=O)N)SC1)C(=O)O (7-Aminocephalosporanic acid), C(CC)N1N=NN=C1S (1-propyl-1H-tetrazole-5-thiol). Starting materials: BrCCCCOC=1C=C2CCC(NC2=CC1)=O (6-(4-bromobutoxy)-3,4-dihydro-carbostyril), BrC=1C=C(C=C(C1N)Br)S (3,5-dibromo-4-amino-thiophenol). Yields the product BrC=1C=C(C=C(C1N)Br)SCCCCOC=1C=C2CCC(NC2=CC1)=O (6-[4-(3,5-Dibromo-4-amino-phenylmercapto)-butoxy]-3,4-dihydrocarbostyril). As a reaction SMILES: Br[CH2:2][CH2:3][CH2:4][CH2:5][O:6][C:7]1[CH:8]=[C:9]2[C:14](=[CH:15][CH:16]=1)[NH:13][C:12](=[O:17])[CH2:11][CH2:10]2.[Br:18][C:19]1[CH:20]=[C:21]([SH:27])[CH:22]=[C:23]([Br:26])[C:24]=1[NH2:25]>>[Br:18][C:19]1[CH:20]=[C:21]([S:27][CH2:2][CH2:3][CH2:4][CH2:5][O:6][C:7]2[CH:8]=[C:9]3[C:14](=[CH:15][CH:16]=2)[NH:13][C:12](=[O:17])[CH2:11][CH2:10]3)[CH:22]=[C:23]([Br:26])[C:24]=1[NH2:25]. Reported procedure: Prepared analogous to Example 122 from 6-(4-bromobutoxy)-3,4-dihydro-carbostyril (m.p. 142°-147° C.) and 3,5-dibromo-4-amino-thiophenol. The reactants are Cl (HCl), [H-].[Na+] (sodium hydride), ClC1=CC(=NC=C1)C(=O)OCC (ethyl 4-chloropyridine-2-carboxylate), CC(=O)C (acetone). Run in O (water), O1CCCC1 (tetrahydrofuran), O1CCCC1 (tetrahydrofuran), C1CCOC1 (THF). Yields the product ClC1=CC(=NC=C1)C(CC(CC(=O)C1=NC=CC(=C1)Cl)=O)=O (1,5-bis(4-chloropyridin-2-yl)pentane-1,3,5-trione). RXN SMILES: [H-].[Na+].[Cl:3][C:4]1[CH:9]=[CH:8][N:7]=[C:6]([C:10]([O:12]CC)=O)[CH:5]=1.[CH3:15][C:16]([CH3:18])=[O:17].[ClH:19]>O1CCCC1.O>[Cl:19][C:4]1[CH:9]=[CH:8][N:7]=[C:6]([C:10](=[O:12])[CH2:15][C:16](=[O:17])[CH2:18][C:10]([C:6]2[CH:5]=[C:4]([Cl:3])[CH:9]=[CH:8][N:7]=2)=[O:12])[CH:5]=1 |f:0.1|. Procedure details: 4 g (0.1 mol. about 60% dispersion) of sodium hydride in 100 ml of absolute tetrahydrofuran are placed in a reaction vessel under a nitrogen atmosphere. At <56° C., a solution of 18.5 g (0.1 mol) of ethyl 4-chloropyridine-2-carboxylate and 2.32 g (0.04 mol) of dried acetone in 75 ml of THF is added dropwise over the course of two hours. The red suspension is then carefully poured into 900 ml of water. It is rendered neutral with 6N HCl, tetrahydrofuran is distilled off on a rotary evaporator, an... Reactants: C[Si](CCOCN(C1=CC(=NC=2N1N=CC2C=2C=NN(C2)C)C2CCC(CC2)CC(=O)OCC)COCC[Si](C)(C)C)(C)C (ethyl 2-(4-(7-(bis((2-(trimethylsilyl)ethoxy)methyl)amino)-3-(1-methyl-1H-pyrazol-4-yl)pyrazolo[1,5-a]pyrimidin-5-yl)cyclohexyl)acetate), C[Si](CCOCN(C1=CC(=NC=2N1N=CC2I)C2CCN(CC2)C(=O)OC(C)(C)C)COCC[Si](C)(C)C)(C)C (tert-butyl 4-(7-(bis((2-(trimethylsilyl)ethoxy)methyl)amino)-3-iodopyrazolo[1,5-a]pyrimidin-5-yl)piperidine-1-carboxylate), C[Si](CCOCN(C1=CC(=NC=2N1N=CC2I)C2CCC(CC2)CC(=O)OCC)COCC[Si](C)(C)C)(C)C (ethyl 2-(4-(7-(bis((2-(trimethylsilyl)ethoxy)methyl)amino)-3-iodopyrazolo[1,5-a]pyrimidin-5-yl)cyclohexyl)acetate). The product is C[Si](CCOCN(C1=CC(=NC=2N1N=CC2C=2C=NN(C2)C)C2CCN(CC2)C(=O)OC(C)(C)C)COCC[Si](C)(C)C)(C)C (tert-Butyl 4-(7-(bis((2-(trimethylsilyl)ethoxy)methyl)amino)-3-(1-methyl-1H-pyrazol-4-yl)pyrazolo[1,5-a]pyrimidin-5-yl)piperidine-1-carboxylate). As a reaction SMILES: C[Si](C)(C)CCOCN(COCC[Si](C)(C)C)[C:8]1[N:13]2[N:14]=[CH:15][C:16](C3C=NN(C)C=3)=[C:12]2N=C(C2CCC(CC(OCC)=O)CC2)C=1.[CH3:45][Si:46]([CH3:84])([CH3:83])[CH2:47][CH2:48][O:49][CH2:50][N:51]([CH2:75][O:76][CH2:77][CH2:78][Si:79]([CH3:82])([CH3:81])[CH3:80])[C:52]1[N:57]2[N:58]=[CH:59][C:60](I)=[C:56]2[N:55]=[C:54]([CH:62]2[CH2:67][CH2:66][N:65]([C:68]([O:70][C:71]([CH3:74])([CH3:73])[CH3:72])=[O:69])[CH2:64][CH2:63]2)[CH:53]=1.C[Si](C)(C)CCOCN(COCC[Si](C)(C)C)C1N2N=CC(I)=C2N=C(C2CCC(CC(OCC)=O)CC2)C=1>>[CH3:45][Si:46]([CH3:84])([CH3:83])[CH2:47][CH2:48][O:49][CH2:50][N:51]([CH2:75][O:76][CH2:77][CH2:78][Si:79]([CH3:82])([CH3:81])[CH3:80])[C:52]1[N:57]2[N:58]=[CH:59][C:60]([C:16]3[CH:15]=[N:14][N:13]([CH3:8])[CH:12]=3)=[C:56]2[N:55]=[C:54]([CH:62]2[CH2:67][CH2:66][N:65]([C:68]([O:70][C:71]([CH3:74])([CH3:73])[CH3:72])=[O:69])[CH2:64][CH2:63]2)[CH:53]=1. Reported procedure: tert-Butyl 4-(7-(bis((2-(trimethylsilyl)ethoxy)methyl)amino)-3-(1-methyl-1H-pyrazol-4-yl)pyrazolo[1,5-a]pyrimidin-5-yl)piperidine-1-carboxylate was synthesized in a manner similar to the synthesis of ethyl 2-(4-(7-(bis((2-(trimethylsilyl)ethoxy)methyl)amino)-3-(1-methyl-1H-pyrazol-4-yl)pyrazolo[1,5-a]pyrimidin-5-yl)cyclohexyl)acetate, but with tert-butyl 4-(7-(bis((2-(trimethylsilyl)ethoxy)methyl)amino)-3-iodopyrazolo[1,5-a]pyrimidin-5-yl)piperidine-1-carboxylate substituted for ethyl 2-(4-(7-(b... The reactants are CC1(C)NN(C2CC3CCC2C3)C1=O, Clc1ccc(Cl)c(CBr)c1. Yields the product CC1(C)C(=O)N(C2CC3CCC2C3)N1Cc1cc(Cl)ccc1Cl. RXN SMILES: [CH:1]12[CH:2]([N:8]3[NH:9][C:10]([CH3:13])([CH3:14])[C:11]3=[O:12])[CH2:3][CH:4]([CH2:5][CH2:6]1)[CH2:7]2.[Cl:15][c:16]1[c:17]([CH2:18][Br:19])[cH:20][c:21]([Cl:24])[cH:22][cH:23]1>>[CH:1]12[CH:2]([N:8]3[N:9]([CH2:18][c:17]4[c:16]([Cl:15])[cH:23][cH:22][c:21]([Cl:24])[cH:20]4)[C:10]([CH3:13])([CH3:14])[C:11]3=[O:12])[CH2:3][CH:4]([CH2:5][CH2:6]1)[CH2:7]2. Reactants: BrC=1C(=CC2=C(C=3N(CCO2)C=C(N3)C(=O)OC)C1)F (Methyl 10-bromo-9-fluoro-5,6-dihydroimidazo[1,2-d][1,4]benzoxazepine-2-carboxylate), FC(C=1C=C(C=O)C=CC1)(F)F (3-(trifluoromethyl)benzaldehyde), [Li+].[Cl-] (LiCl). The solvent is C1CCOC1 (THF). Conditions: temperature 0 celsius, time 30 minute. Product: BrC=1C(=CC2=C(C=3N(CCO2)C(=C(N3)C(=O)OC)C(C3=CC(=CC=C3)C(F)(F)F)O)C1)F (methyl 10-bromo-9-fluoro-3-(hydroxy(3-(trifluoromethyl)phenyl)methyl)-5,6-dihydrobenzo[f]imidazo[1,2-d][1,4]oxazepine-2-carboxylate), white solid. The yield is 32.2%. RXN SMILES: [Br:1][C:2]1[C:3]([F:20])=[CH:4][C:5]2[O:11][CH2:10][CH2:9][N:8]3[CH:12]=[C:13]([C:15]([O:17][CH3:18])=[O:16])[N:14]=[C:7]3[C:6]=2[CH:19]=1.[Li+].[Cl-].[F:23][C:24]([F:34])([F:33])[C:25]1[CH:26]=[C:27]([CH:30]=[CH:31][CH:32]=1)[CH:28]=[O:29]>C1COCC1>[Br:1][C:2]1[C:3]([F:20])=[CH:4][C:5]2[O:11][CH2:10][CH2:9][N:8]3[C:12]([CH:28]([OH:29])[C:27]4[CH:30]=[CH:31][CH:32]=[C:25]([C:24]([F:23])([F:33])[F:34])[CH:26]=4)=[C:13]([C:15]([O:17][CH3:18])=[O:16])[N:14]=[C:7]3[C:6]=2[CH:19]=1 |f:1.2|. Procedure details: The title compound was prepared similarly according to the procedure in Example 9. Methyl 10-bromo-9-fluoro-5,6-dihydroimidazo[1,2-d][1,4]benzoxazepine-2-carboxylate (150 mg, 0.44 mmol) was dissolved in THF (1.3 mL, 3 mL/mmol) and the solution was cooled to 0° C. A solution of TMPMgCl/LiCl (1 M in toluene/THF, 1.6 equiv., 0.704 mL, 0.70 mmol) was added down the side of the vial slowly. The mixture was allowed to stir for 30 minutes. After 30 minutes, 3-(trifluoromethyl)benzaldehyde (1.0 equiv., ... The reactants are CC1(C)CC(N)CC(C)(C)N1, CC#N, Cc1ccc(NC(=O)c2ccsc2)cc1-c1nc(S(C)(=O)=O)nc2c1ccc(=O)n2-c1c(F)cccc1F. Product: Cc1ccc(NC(=O)c2ccsc2)cc1-c1nc(NC2CC(C)(C)NC(C)(C)C2)nc2c1ccc(=O)n2-c1c(F)cccc1F. Reaction SMILES: [CH3:39][C:40]1([CH3:49])[NH:41][C:42]([CH3:47])([CH3:48])[CH2:43][CH:44]([NH2:46])[CH2:45]1.[CH3:50][C:51]#[N:52].[F:1][c:2]1[c:3](-[n:9]2[c:10](=[O:38])[cH:11][cH:12][c:13]3[c:14]2[n:15][c:16]([S:34]([CH3:35])(=[O:36])=[O:37])[n:17][c:18]3-[c:19]2[cH:20][c:21]([NH:26][C:27](=[O:28])[c:29]3[cH:30][s:31][cH:32][cH:33]3)[cH:22][cH:23][c:24]2[CH3:25])[c:4]([F:8])[cH:5][cH:6][cH:7]1>>[F:1][c:2]1[c:3](-[n:9]2[c:10](=[O:38])[cH:11][cH:12][c:13]3[c:14]2[n:15][c:16]([NH:46][CH:44]2[CH2:43][C:42]([CH3:47])([CH3:48])[NH:41][C:40]([CH3:39])([CH3:49])[CH2:45]2)[n:17][c:18]3-[c:19]2[cH:20][c:21]([NH:26][C:27](=[O:28])[c:29]3[cH:30][s:31][cH:32][cH:33]3)[cH:22][cH:23][c:24]2[CH3:25])[c:4]([F:8])[cH:5][cH:6][cH:7]1.